describe an organic reaction: reactants, conditions, products, and yield From a dataset of the Open Reaction Database (ORD), a public repository of structured organic reaction records. Product: O=C1N(Cc2ccccn2)c2ccccc2C12COc1cc3nccnc3cc12. Reactants: BrCC1CCCCO1, BrCc1ccccn1, Br, O=C1Nc2ccccc2C12COc1cc3nccnc3cc12. RXN SMILES: [Br:10][CH2:11][CH:12]1[CH2:13][CH2:14][CH2:15][CH2:16][O:17]1.[Br:2][CH2:3][c:4]1[n:5][cH:6][cH:7][cH:8][cH:9]1.[BrH:1].[NH:18]1[C:19](=[O:39])[C:20]2([CH2:21][O:22][c:23]3[cH:24][c:25]4[n:26][cH:27][cH:28][n:29][c:30]4[cH:31][c:32]32)[c:33]2[cH:34][cH:35][cH:36][cH:37][c:38]21>>[CH2:3]([c:4]1[n:5][cH:6][cH:7][cH:8][cH:9]1)[N:18]1[C:19](=[O:39])[C:20]2([CH2:21][O:22][c:23]3[cH:24][c:25]4[n:26][cH:27][cH:28][n:29][c:30]4[cH:31][c:32]32)[c:33]2[cH:34][cH:35][cH:36][cH:37][c:38]21. Reactants: C(C=C)(=O)O (acrylic acid), C(C=C)(=O)OC (methyl acrylate), C=CCCC=C (HD), C=CCCC=C (HD). The solvent is CCCCCC (hexane). Run at time 30 minute. Yields the product C(C=C)(=O)O.C(C=C)(=O)OC.C=CCCC=C (Acrylic Acid Methyl Acrylate 1,5-Hexadiene). As a reaction SMILES: [C:1]([OH:5])(=[O:4])[CH:2]=[CH2:3].[C:6]([O:10][CH3:11])(=[O:9])[CH:7]=[CH2:8].[CH2:12]=[CH:13][CH2:14][CH2:15][CH:16]=[CH2:17]>CCCCCC>[C:1]([OH:5])(=[O:4])[CH:2]=[CH2:3].[C:6]([O:10][CH3:11])(=[O:9])[CH:7]=[CH2:8].[CH2:12]=[CH:13][CH2:14][CH2:15][CH:16]=[CH2:17] |f:4.5.6|. Reported procedure: Into a 500 ml, three necked round-bottom flask equipped with a cold-finger,addition funnel, and mechanical stirrer were charged approximately 230 ml of hexane, 32.35 ml of acrylic acid, and 5 ml of methyl acrylate. The flask was placed in a water bath at 25° C. and purged with nitrogenfor 45 minutes. Next, 1.26 ml of 1,5-hexadiene (HD) was placed in an addition funnel and diluted to 60 ml with hexane which had been stored under nitrogen. The water bath temperature was raised to reflux temperatur... Starting materials: C(C)(=O)C1=CC=C(C=C1)CC1=CN(C2=NC=CC=C2C1=O)C1=CC=C(C=C1)F (3-[(4-Acetylphenyl)methyl]-1-(4-fluorophenyl)-1,8-naphthyridin-4(1H)-one), [BH4-].[Na+] (sodium borohydride). Run in CO (methanol). Conditions: temperature 0 celsius, time 2 hour. Product: FC1=CC=C(C=C1)N1C=C(C(C2=CC=CN=C12)=O)CC1=CC=C(C=C1)C(C)O (1-(4-Fluorophenyl)-3-[[4-(1-hydroxyethyl)phenyl]methyl-]-1,8-naphthyridin-4(1H)-one). The yield is 45.2%. Reaction SMILES: [C:1]([C:4]1[CH:9]=[CH:8][C:7]([CH2:10][C:11]2[C:20](=[O:21])[C:19]3[C:14](=[N:15][CH:16]=[CH:17][CH:18]=3)[N:13]([C:22]3[CH:27]=[CH:26][C:25]([F:28])=[CH:24][CH:23]=3)[CH:12]=2)=[CH:6][CH:5]=1)(=[O:3])[CH3:2].[BH4-].[Na+]>CO>[F:28][C:25]1[CH:24]=[CH:23][C:22]([N:13]2[C:14]3[C:19](=[CH:18][CH:17]=[CH:16][N:15]=3)[C:20](=[O:21])[C:11]([CH2:10][C:7]3[CH:6]=[CH:5][C:4]([CH:1]([OH:3])[CH3:2])=[CH:9][CH:8]=3)=[CH:12]2)=[CH:27][CH:26]=1 |f:1.2|. Procedure details: A solution of 49 mg (0.13 mmol) of the compound of Example 7 in 7 mL of methanol was cooled to 0° C. and treated with 5.0 mg (0.13 mmol) of sodium borohydride. After stirring for 1 hour at 0° C. and 2 hours at room temperature, the mixture was quenched by the addition of 2 mL of water. The mixture was concentrated to remove methanol and the residue was partitioned between 50 mL of ethyl acetate and 50 mL of water. The separated organic layer was washed with brine (1×50 mL), dried (MgSO4), and ev... Starting materials: C(C)N1N=CC=2C1=NC(=C(C2NC2CCOCC2)CNC(=O)C2=CC(=CC=C2)C(=O)NCC=2C=C(C=C(C2)C)C2=CC(=CC=C2)C=O)CC (N-{[1,6-diethyl-4-(tetrahydro-2H-pyran-4-ylamino)-1H-pyrazolo[3,4-b]pyridin-5-yl]methyl}-N′-[(3′-formyl-5-methyl-3-biphenylyl)methyl]-1,3-benzenedicarboxamide), CC1NC(CNC1)C (2,6-dimethylpiperazine), CC(=O)O (AcOH), [BH-](OC(=O)C)(OC(=O)C)OC(=O)C.[Na+] (NaBH(OAc)3). Solvent: C(Cl)Cl (DCM). Conditions: time 8 hour. The product is C(C)N1N=CC=2C1=NC(=C(C2NC2CCOCC2)CNC(=O)C2=CC(=CC=C2)C(=O)NCC=2C=C(C=C(C2)C)C2=CC(=CC=C2)CN2C[C@H](N[C@H](C2)C)C)CC (N-{[1,6-diethyl-4-(tetrahydro-2H-pyran-4-ylamino)-1H-pyrazolo[3,4-b]pyridin-5-yl]methyl}-N′-[(3′-{[(3R,5S)-3,5-dimethyl-1-piperazinyl]methyl}-5-methyl-3-biphenylyl)methyl]-1,3-benzenedicarboxamide). Isolated yield 43.0%. RXN SMILES: [CH2:1]([N:3]1[C:7]2=[N:8][C:9]([CH2:48][CH3:49])=[C:10]([CH2:19][NH:20][C:21]([C:23]3[CH:28]=[CH:27][CH:26]=[C:25]([C:29]([NH:31][CH2:32][C:33]4[CH:34]=[C:35]([C:40]5[CH:45]=[CH:44][CH:43]=[C:42]([CH:46]=O)[CH:41]=5)[CH:36]=[C:37]([CH3:39])[CH:38]=4)=[O:30])[CH:24]=3)=[O:22])[C:11]([NH:12][CH:13]3[CH2:18][CH2:17][O:16][CH2:15][CH2:14]3)=[C:6]2[CH:5]=[N:4]1)[CH3:2].[CH3:50][CH:51]1[CH2:56][NH:55][CH2:54][CH:53]([CH3:57])[NH:52]1.CC(O)=O.[BH-](OC(C)=O)(OC(C)=O)OC(C)=O.[Na+]>C(Cl)Cl>[CH2:1]([N:3]1[C:7]2=[N:8][C:9]([CH2:48][CH3:49])=[C:10]([CH2:19][NH:20][C:21]([C:23]3[CH:28]=[CH:27][CH:26]=[C:25]([C:29]([NH:31][CH2:32][C:33]4[CH:34]=[C:35]([C:40]5[CH:45]=[CH:44][CH:43]=[C:42]([CH2:46][N:55]6[CH2:54][C@H:53]([CH3:57])[NH:52][C@H:51]([CH3:50])[CH2:56]6)[CH:41]=5)[CH:36]=[C:37]([CH3:39])[CH:38]=4)=[O:30])[CH:24]=3)=[O:22])[C:11]([NH:12][CH:13]3[CH2:18][CH2:17][O:16][CH2:15][CH2:14]3)=[C:6]2[CH:5]=[N:4]1)[CH3:2] |f:3.4|. Reported procedure: To a solution of N-{[1,6-diethyl-4-(tetrahydro-2H-pyran-4-ylamino)-1H-pyrazolo[3,4-b]pyridin-5-yl]methyl}-N′-[(3′-formyl-5-methyl-3-biphenylyl)methyl]-1,3-benzenedicarboxamide (100 mg, 0.15 mmol) in DCM (2 mL) was added 2,6-dimethylpiperazine (predominantly cis) (26 mg, 0.23 mmol), and AcOH (0.01 mL, 0.18 mmol) followed by NaBH(OAc)3 (64.3 mg, 0.30 mmol). The reaction mixture was stirred at RT overnight. The reaction was quenched with saturated NaHCO3 and extracted with DCM twice. The combined o... Reactants: BrCCC=1C=CC=2C(=NON2)C1 (5-(2-bromoethyl)benzofurazan), Cl.CS(=O)(=O)NC=1C=CC2=C(C(CC3(CCNCC3)O2)=O)C1 (3,4-dihydro-6-methanesulfonamido spiro[(2H)-1-benzopyran-2,4'-piperidine]4-one hydrochloride), C([O-])(O)=O.[Na+] (sodium bicarbonate). Solvent: C(C)O (ethanol). Yields the product Cl.N1=C2C(=NO1)C=C(C=C2)CCN2CCC1(CC2)OC2=C(C(C1)=O)C=C(C=C2)NS(=O)(=O)C (3,4-Dihydro-1'-[2-(benzofurazan-5-yl)ethyl]-6-methanesulfonamidospiro[(2H)-1-benzopyran-2,4'-piperidine]-4-one hydrochloride). Isolated yield 41.2%. As a reaction SMILES: Br[CH2:2][CH2:3][C:4]1[CH:5]=[CH:6][C:7]2[C:8]([CH:12]=1)=[N:9][O:10][N:11]=2.[ClH:13].[CH3:14][S:15]([NH:18][C:19]1[CH:20]=[CH:21][C:22]2[O:32][C:26]3([CH2:31][CH2:30][NH:29][CH2:28][CH2:27]3)[CH2:25][C:24](=[O:33])[C:23]=2[CH:34]=1)(=[O:17])=[O:16].C(=O)(O)[O-].[Na+]>C(O)C>[ClH:13].[N:11]1[O:10][N:9]=[C:8]2[CH:12]=[C:4]([CH2:3][CH2:2][N:29]3[CH2:30][CH2:31][C:26]4([CH2:25][C:24](=[O:33])[C:23]5[CH:34]=[C:19]([NH:18][S:15]([CH3:14])(=[O:16])=[O:17])[CH:20]=[CH:21][C:22]=5[O:32]4)[CH2:27][CH2:28]3)[CH:5]=[CH:6][C:7]=12 |f:1.2,3.4,6.7|. Reported procedure: A suspension of 5-(2-bromoethyl)benzofurazan (0.39 g, 1.72 mmol), 3,4-dihydro-6-methanesulfonamido spiro[(2H)-1-benzopyran-2,4'-piperidine]4-one hydrochloride (0.24 g, 0.69 mmol) and sodium bicarbonate (0.21 g, 2.55 mmol) in ethanol (13.2 ml) was heated at reflux temperature for 24 hr. Solvent evaporation and chromatography (silica gel, chloroform-methanol-ammonium hydroxide, 97/3/0.3) gave an oil; conversion to the hydrochloride gave the hydrochloride (0.14 g, 41%); mp>250° C. Anal. Calcd for C... The reactants are C1CCOC1, CO, COC(=O)c1cc2c([nH]1)CCC2Cc1ccc(F)cc1F, [Li+], [OH-]. Product: O=C(O)c1cc2c([nH]1)CCC2Cc1ccc(F)cc1F. RXN SMILES: [CH2:26]1[O:27][CH2:28][CH2:29][CH2:30]1.[CH3:24][OH:25].[F:1][c:2]1[c:3]([CH2:4][CH:5]2[CH2:6][CH2:7][c:8]3[nH:9][c:10]([C:13](=[O:14])[O:15][CH3:16])[cH:11][c:12]32)[cH:17][cH:18][c:19]([F:21])[cH:20]1.[Li+:22].[OH-:23]>>[F:1][c:2]1[c:3]([CH2:4][CH:5]2[CH2:6][CH2:7][c:8]3[nH:9][c:10]([C:13](=[O:14])[OH:15])[cH:11][c:12]32)[cH:17][cH:18][c:19]([F:21])[cH:20]1. Starting materials: C(C)OC(=O)[C@@H]1N(CCC1)C(CC1=CC(=CC=C1)OCC=1N=C(OC1C)C1=CC=CC=C1)=O ((R)-1-{2-[3-(5-methyl-2-phenyl-oxazol-4-ylmethoxy)-phenyl]-acetyl}-pyrrolidine-2-carboxylic acid ethyl ester), [OH-].[Na+] (sodium hydroxide). The solvent is CO (methanol). Run at time 20 hour. The product is CC1=C(N=C(O1)C1=CC=CC=C1)COC=1C=C(C=CC1)CC(=O)N1[C@H](CCC1)C(=O)O ((R)-1-{2-[3-(5-methyl-2-phenyl-oxazol-4-ylmethoxy)-phenyl]-acetyl}-pyrrolidine-2-carboxylic acid). RXN SMILES: C([O:3][C:4]([C@H:6]1[CH2:10][CH2:9][CH2:8][N:7]1[C:11](=[O:33])[CH2:12][C:13]1[CH:18]=[CH:17][CH:16]=[C:15]([O:19][CH2:20][C:21]2[N:22]=[C:23]([C:27]3[CH:32]=[CH:31][CH:30]=[CH:29][CH:28]=3)[O:24][C:25]=2[CH3:26])[CH:14]=1)=[O:5])C.[OH-].[Na+]>CO>[CH3:26][C:25]1[O:24][C:23]([C:27]2[CH:28]=[CH:29][CH:30]=[CH:31][CH:32]=2)=[N:22][C:21]=1[CH2:20][O:19][C:15]1[CH:14]=[C:13]([CH2:12][C:11]([N:7]2[CH2:8][CH2:9][CH2:10][C@@H:6]2[C:4]([OH:5])=[O:3])=[O:33])[CH:18]=[CH:17][CH:16]=1 |f:1.2|. Procedure: To a solution of the title B compound, (R)-1-{2-[3-(5-methyl-2-phenyl-oxazol-4-ylmethoxy)-phenyl]-acetyl}-pyrrolidine-2-carboxylic acid ethyl ester (1.3 g, 2.9 mmol) in 25 mL of methanol at RT is added 1 N aqueous sodium hydroxide (8.7 mL). The mixture is stirred for 20 h and washed with ethyl acetate. The aqueous layer is acidified with 1 N aqueous hydrochloric acid (HCl), extracted with ethyl acetate, washed with brine, dried over anhydrous sodium sulfate and concentrated to give an oil. The c...